From a dataset of the Open Reaction Database (ORD), a public repository of structured organic reaction records. describe an organic reaction: reactants, conditions, products, and yield Reactants: ice water, ClC1=CC=C(C(=N1)NCC=1C=C2C=CC=NC2=CC1)N (6-chloro-N2-(quinolin-6-ylmethyl)pyridine-2,3-diamine), C([O-])(O)=O.[Na+] (sodium bicarbonate). Solvent: C(=O)O (formic acid). Conditions: temperature 100 celsius, time 12 hour. Yields the product ClC1=CC=C2C(=N1)N(C=N2)CC=2C=C1C=CC=NC1=CC2 (6-((5-chloro-3H-imidazo[4,5-b]pyridin-3-yl)methyl)quinoline). Yield: 97.0%. RXN SMILES: [Cl:1][C:2]1[N:7]=[C:6]([NH:8][CH2:9][C:10]2[CH:11]=[C:12]3[C:17](=[CH:18][CH:19]=2)[N:16]=[CH:15][CH:14]=[CH:13]3)[C:5]([NH2:20])=[CH:4][CH:3]=1.[C:21](=O)(O)[O-].[Na+]>C(O)=O>[Cl:1][C:2]1[N:7]=[C:6]2[N:8]([CH2:9][C:10]3[CH:11]=[C:12]4[C:17](=[CH:18][CH:19]=3)[N:16]=[CH:15][CH:14]=[CH:13]4)[CH:21]=[N:20][C:5]2=[CH:4][CH:3]=1 |f:1.2|. Procedure: Intermediate 9 (0.200 g, 0.702 mmol) was dissolved in formic acid (1.0 ml) and heated to 100° C. and stirred for 12 h. The reaction mixture was poured into ice water and pH adjusted to 7-8 with sodium bicarbonate solution, extracted with ethyl acetate, washed with brine, dried over sodium sulphate and concentrated to afford the title compound as yellowish brown solid (0.200 g, 97% yield). 1H-NMR (δ ppm, DMSO-d6, 400 MHz): δ 8.88 (dd, J=4.0, 1.3 Hz, 1H), 8.70 (s, 1H), 8.33 (d, J=8.2 Hz, 1H), 8.19... Reactants: COS(=O)(=O)OC (dimethylsulfate), CC=1C=[N+](C=C(C1OC)C)[O-] (3,5-dimethyl-4-methoxy-pyridine-N-oxide), COS(=O)(=O)OC (Dimethylsulfate), [OH-].[Na+] (NaOH), (NH4)2S2O8. Run in CO (CH3OH), CO (CH3OH), O (water). Run at time 15 minute. Product: CC=1C(=NC=C(C1OC)C)CO (3,5-dimethyl-4-methoxy-2-hydroxymethylpyridine). Isolated yield 66.2%. RXN SMILES: [CH3:1][C:2]1[CH:3]=[N+:4]([O-])[CH:5]=[C:6]([CH3:10])[C:7]=1[O:8][CH3:9].[CH3:12][O:13]S(OC)(=O)=O.[OH-].[Na+]>CO.O>[CH3:1][C:2]1[C:3]([CH2:12][OH:13])=[N:4][CH:5]=[C:6]([CH3:10])[C:7]=1[O:8][CH3:9] |f:2.3|. Procedure details: 3.5-Dimethyl-4-methoxypyridine-N-oxide (61.2 g) obtained in Example 2 was dissolved in CH3OH (458 ml). Dimethylsulfate (38 ml 0.4 moles) was added dropwise during 15 minutes and pH adjusted to 5.0 using 10M NaOH. The mixture was stirred for 15 minutes and thereafter refluxed for 1 hour. An additional amount of dimethylsulfate (3.8 ml, 0.04 moles) was added dropwise and the mixture was refluxed for 1.5 hours. Stirring was continued overnight at room temperature. Thereafter the mixture was heated ... Reactants: CC(C)([O-])C.[K+] (potassium tert-butoxide), [Cl-].[NH4+] (ammonium chloride), COC1=CC=C(C=N1)[N+](=O)[O-] (6-Methoxy-3-nitropyridine), CON (O-methylhydroxylamine). The reagents and catalysts are [Cl-].[Zn+2].[Cl-] (zinc (II) chloride). The solvent is CS(=O)C (DMSO), CS(=O)C (DMSO). Reaction conditions: temperature 25 celsius, time 9 hour. Product: NC1=NC(=CC=C1[N+](=O)[O-])OC (2-amino-6-methoxy-3-nitropyridine). Yield: 86.9%. Reaction SMILES: [CH3:1][O:2][C:3]1[N:8]=[CH:7][C:6]([N+:9]([O-:11])=[O:10])=[CH:5][CH:4]=1.CO[NH2:14].CC(C)([O-])C.[K+].[Cl-].[NH4+]>CS(C)=O.[Cl-].[Zn+2].[Cl-]>[NH2:14][C:7]1[C:6]([N+:9]([O-:11])=[O:10])=[CH:5][CH:4]=[C:3]([O:2][CH3:1])[N:8]=1 |f:2.3,4.5,7.8.9|. Procedure: 6-Methoxy-3-nitropyridine (154 mg, 1 mmol) and O-methylhydroxylamine (71 mg, 1.5 mmol) were dissolved in DMSO (2 ml), and a resulting solution was added dropwise to a DMSO solution (3 ml) containing potassium tert-butoxide (336 mg, 3 mmol) and zinc (II) chloride (136 mg, 1 mmol) at 25° C. After completion of the addition, the resulting mixture was stirred at 25 ° C. for 9 hours and an aqueous saturated ammonium chloride solution (50 ml) was added, followed by extraction with ethyl acetate (80 ml... Starting materials: [Cl-].[NH4+] (ammonium chloride), BrC=1C=C(C=CC1)O (m-bromophenol), ethylene ketal, C=C.C(#N)C1(CCC(CC1)=O)N(C)C (4-cyano-4-dimethylaminocyclohexanone ethylene), Cl (hydrogen chloride), hydrochloride salt, N (ammonia), O1CCCC=C1 (dihydropyran), C1(=CC=C(C=C1)S(=O)(=O)O)C (p-toluenesulfonic acid), ( 4 ). Solvent: C(C)OCC (diethyl ether), CO (methanol), C(Cl)(Cl)Cl (chloroform), O1CCCC1 (tetrahydrofuran), C1=CC=CC=C1 (benzene), C(C)OCC (diethyl ether). Run at temperature 25 celsius, time 1 hour. The product is OC=1C=C(C=CC1)C1(CCC(CC1)=O)N(C)C (4-(m-hydroxyphenyl)-4-dimethylaminocyclohexanone). Yield: 44.0%. RXN SMILES: Br[C:2]1[CH:3]=[C:4]([OH:8])[CH:5]=[CH:6][CH:7]=1.O1C=CCCC1.C1(C)C=CC(S(O)(=O)=O)=CC=1.C=C.C([C:30]1([N:37]([CH3:39])[CH3:38])[CH2:35][CH2:34][C:33](=[O:36])[CH2:32][CH2:31]1)#N.[Cl-].[NH4+].Cl.N>O1CCCC1.C(OCC)C.C(Cl)(Cl)Cl.CO.C1C=CC=CC=1>[OH:8][C:4]1[CH:3]=[C:2]([C:30]2([N:37]([CH3:39])[CH3:38])[CH2:35][CH2:34][C:33](=[O:36])[CH2:32][CH2:31]2)[CH:7]=[CH:6][CH:5]=1 |f:3.4,5.6|. Procedure details: A reaction solution consisting of 5.0 gm. (0.029 mole) m-bromophenol, 5.0 gm. dihydropyran, 0.30 gm. p-toluenesulfonic acid, and 80 ml. anhydrous diethyl ether is stirred at 25° C. for four (4) hours. The mixture is washed successively with 25 ml. portions of 1 N aqueous sodium hydroxide, with water, and with brine. The thus washed organic layer is taken to dryness by removing the solvent by evaporation under reduced pressure. There is thus obtained 7.42 gm. of m-(tetrahydropyranyl-2-oxy)bromobe... The reactants are Nc1cccc(CN2CCN(Cc3ccc(C(O)(C(F)(F)F)C(F)(F)F)cc3)CC2)c1, C1COCCO1, O=C(Nc1ccncc1)Oc1ccccc1. Yields the product O=C(Nc1ccncc1)Nc1cccc(CN2CCN(Cc3ccc(C(O)(C(F)(F)F)C(F)(F)F)cc3)CC2)c1. Reaction SMILES: [NH2:17][c:18]1[cH:19][c:20]([CH2:21][N:22]2[CH2:23][CH2:24][N:25]([CH2:28][c:29]3[cH:30][cH:31][c:32]([C:35]([C:36]([F:37])([F:38])[F:39])([C:40]([F:41])([F:42])[F:43])[OH:44])[cH:33][cH:34]3)[CH2:26][CH2:27]2)[cH:45][cH:46][cH:47]1.[O:48]1[CH2:49][CH2:50][O:51][CH2:52][CH2:53]1.[n:1]1[cH:2][cH:3][c:4]([NH:7][C:8]([O:9][c:10]2[cH:11][cH:12][cH:13][cH:14][cH:15]2)=[O:16])[cH:5][cH:6]1>>[n:1]1[cH:2][cH:3][c:4]([NH:7][C:8](=[O:16])[NH:17][c:18]2[cH:19][c:20]([CH2:21][N:22]3[CH2:23][CH2:24][N:25]([CH2:28][c:29]4[cH:30][cH:31][c:32]([C:35]([C:36]([F:37])([F:38])[F:39])([C:40]([F:41])([F:42])[F:43])[OH:44])[cH:33][cH:34]4)[CH2:26][CH2:27]3)[cH:45][cH:46][cH:47]2)[cH:5][cH:6]1. Reactants: CC#N, CC(C)(C)OC(=O)CCl, O=C(OC(c1cccc(F)c1)c1cccc(F)c1)C1CN2CCC1CC2. The product is [Cl-], CC(C)(C)OC(=O)C[N+]12CCC(CC1)C(C(=O)OC(c1cccc(F)c1)c1cccc(F)c1)C2. Reaction SMILES: [CH3:36][C:37]#[N:38].[Cl:27][CH2:28][C:29](=[O:30])[O:31][C:32]([CH3:33])([CH3:34])[CH3:35].[N:1]12[CH2:2][CH:3]([C:9](=[O:10])[O:11][CH:12]([c:13]3[cH:14][c:15]([F:19])[cH:16][cH:17][cH:18]3)[c:20]3[cH:21][c:22]([F:26])[cH:23][cH:24][cH:25]3)[CH:4]([CH2:5][CH2:6]1)[CH2:7][CH2:8]2>>[Cl-:27].[N+:1]12([CH2:28][C:29](=[O:30])[O:31][C:32]([CH3:33])([CH3:34])[CH3:35])[CH2:2][CH:3]([C:9](=[O:10])[O:11][CH:12]([c:13]3[cH:14][c:15]([F:19])[cH:16][cH:17][cH:18]3)[c:20]3[cH:21][c:22]([F:26])[cH:23][cH:24][cH:25]3)[CH:4]([CH2:5][CH2:6]1)[CH2:7][CH2:8]2.